From a dataset of the Open Reaction Database (ORD), a public repository of structured organic reaction records. describe an organic reaction: reactants, conditions, products, and yield Isolated yield 24.3%. Run at time 8 hour. The solvent is CCOC(=O)C (EtOAc), CCOC(=O)C (EtOAc), O (H2O). Reactants: FC=1C=C(C=CC1)C1=NC=C(C(=N1)C)C(=O)Cl (2-(3-fluoro-phenyl)-4-methyl-pyrimidine-5-carboxylic acid chloride), N1(C=CC2=NC=CC=C21)N (pyrrolo[3,2-b]pyridin-1-ylamine), C([O-])([O-])=O.[K+].[K+] (potassium carbonate). The product is N1(C=CC2=NC=CC=C21)NC(=O)C=2C(=NC(=NC2)C2=CC(=CC=C2)F)C (2-(3-fluoro-phenyl)-4-methyl-pyrimidine-5-carboxylic acid pyrrolo[3,2-b]pyridin-1-ylamide). Reported procedure: A solution of 2-(3-fluoro-phenyl)-4-methyl-pyrimidine-5-carboxylic acid chloride (0.45 mmol) in EtOAc (8 mL) is added to a stirred solution of pyrrolo[3,2-b]pyridin-1-ylamine (0.45 mmol) and potassium carbonate (0.45 mmol) in EtOAc (4 mL) and H2O (8 mL) at rt and the reaction mixture is stirred at rt overnight. EtOAc is evaporated in vacuo, and the resulting solid is collected by filtration. The solid is purified by silica gel chromatography eluting with 20-80% EtOAc in heptane to afford 2-(3-fl... As a reaction SMILES: [F:1][C:2]1[CH:3]=[C:4]([C:8]2[N:13]=[C:12]([CH3:14])[C:11]([C:15](Cl)=[O:16])=[CH:10][N:9]=2)[CH:5]=[CH:6][CH:7]=1.[N:18]1([NH2:27])[C:26]2[C:21](=[N:22][CH:23]=[CH:24][CH:25]=2)[CH:20]=[CH:19]1.C(=O)([O-])[O-].[K+].[K+]>CCOC(C)=O.O>[N:18]1([NH:27][C:15]([C:11]2[C:12]([CH3:14])=[N:13][C:8]([C:4]3[CH:5]=[CH:6][CH:7]=[C:2]([F:1])[CH:3]=3)=[N:9][CH:10]=2)=[O:16])[C:26]2[C:21](=[N:22][CH:23]=[CH:24][CH:25]=2)[CH:20]=[CH:19]1 |f:2.3.4|. The reactants are C(C)(C)(C)OC(NC1=NC=C(C=C1)CBr)=O ((5-bromomethyl-pyridin-2-yl)-carbamic acid tert-butyl ester), CC(C(=O)OC(C)(C)C)C(=O)OCC (tert-butyl ethyl methylmalonate), [H-].[Na+] (NaH), CCOC(=O)C (EtOAc). Run in CN(C)C=O (DMF), CN(C)C=O (DMF), CN(C)C=O (DMF), CCCCCCC.CCOC(=O)C (Heptane EtOAc). Run at time 20 minute. Yields the product C(C)OC(C(C(=O)OC(C)(C)C)(C)CC=1C=NC(=CC1)NC(=O)OC(C)(C)C)=O (2-(6-tert-butoxycarbonylamino-pyridin-3-ylmethyl)-2-methyl-malonic acid tert-butyl ester ethyl ester). Isolated yield 61.5%. As a reaction SMILES: [CH3:1][CH:2]([C:10]([O:12][CH2:13][CH3:14])=[O:11])[C:3]([O:5][C:6]([CH3:9])([CH3:8])[CH3:7])=[O:4].[H-].[Na+].[C:17]([O:21][C:22](=[O:32])[NH:23][C:24]1[CH:29]=[CH:28][C:27]([CH2:30]Br)=[CH:26][N:25]=1)([CH3:20])([CH3:19])[CH3:18].CCOC(C)=O>CN(C=O)C.CCCCCCC.CCOC(C)=O>[CH2:13]([O:12][C:10](=[O:11])[C:2]([CH2:30][C:27]1[CH:26]=[N:25][C:24]([NH:23][C:22]([O:21][C:17]([CH3:20])([CH3:19])[CH3:18])=[O:32])=[CH:29][CH:28]=1)([CH3:1])[C:3]([O:5][C:6]([CH3:8])([CH3:9])[CH3:7])=[O:4])[CH3:14] |f:1.2,6.7|. Procedure details: A solution of tert-butyl ethyl methylmalonate (457 mg, 2.26 mmol) in DMF (4 mL) was added dropwise to a suspension of NaH (90 mg, 2.26 mmol, 60% in oil) in DMF (4 mL). The reaction mixture was stirred for 20 min. A solution of (5-bromomethyl-pyridin-2-yl)-carbamic acid tert-butyl ester (500 mg, 1.74 mmol) in DMF (2.5 mL) was added and the reaction was stirred for 70 min. EtOAc was added and the mixture was washed with water and brine, dried and concentrated under reduced pressure. Chromathograph... The product is CS(=O)c1ccc(C(O)(CC2CCC2)c2cc3cc(F)cnc3n2S(=O)(=O)c2ccccc2)cc1. RXN SMILES: [CH3:41][OH:42].[I+3:35]([O-:36])([O-:37])([O-:38])[O-:39].[Na+:40].[OH2:43].[c:1]1([S:7](=[O:8])(=[O:9])[n:10]2[c:11]([C:20]([CH2:21][CH:22]3[CH2:23][CH2:24][CH2:25]3)([OH:26])[c:27]3[cH:28][cH:29][c:30]([S:33][CH3:34])[cH:31][cH:32]3)[cH:12][c:13]3[c:14]2[n:15][cH:16][c:17]([F:19])[cH:18]3)[cH:2][cH:3][cH:4][cH:5][cH:6]1>>[c:1]1([S:7](=[O:8])(=[O:9])[n:10]2[c:11]([C:20]([CH2:21][CH:22]3[CH2:23][CH2:24][CH2:25]3)([OH:26])[c:27]3[cH:28][cH:29][c:30]([S:33]([CH3:34])=[O:36])[cH:31][cH:32]3)[cH:12][c:13]3[c:14]2[n:15][cH:16][c:17]([F:19])[cH:18]3)[cH:2][cH:3][cH:4][cH:5][cH:6]1. Starting materials: CO, [O-][I+3]([O-])([O-])[O-], [Na+], O, CSc1ccc(C(O)(CC2CCC2)c2cc3cc(F)cnc3n2S(=O)(=O)c2ccccc2)cc1. The reactants are CCOC(=O)CCCc1nccc2c(C#N)cccc12, CCO, Cl, NO, [Na+], O=C([O-])O. Yields the product CCOC(=O)CCCc1nccc2c(C(=N)NO)cccc12. Reaction SMILES: [C:4](#[N:5])[c:6]1[c:7]2[cH:8][cH:9][n:10][c:11]([CH2:16][CH2:17][CH2:18][C:19](=[O:20])[O:21][CH2:22][CH3:23])[c:12]2[cH:13][cH:14][cH:15]1.[CH3:29][CH2:30][OH:31].[ClH:1].[NH2:2][OH:3].[Na+:28].[O-:24][C:25]([OH:26])=[O:27]>>[NH:2]([OH:3])[C:4](=[NH:5])[c:6]1[c:7]2[cH:8][cH:9][n:10][c:11]([CH2:16][CH2:17][CH2:18][C:19](=[O:20])[O:21][CH2:22][CH3:23])[c:12]2[cH:13][cH:14][cH:15]1. Starting materials: O (Water), NC1=NC(=C(C(=C1C#N)C1=CC=C(C=C1)OC[C@@H]1OC(OC1)(C)C)C#N)S (2-amino-4-(4-{[(4S)-2,2-dimethyl-1,3-dioxolan-4-yl]methoxy}phenyl)-6-mercaptopyridine-3,5-dicarbonitrile), Cl.ClCC1=CC(=NC=C1)C(=O)NC (4-(Chloromethyl)-N-methylpyridine-2-carboxamide hydrochloride), C([O-])(O)=O.[Na+] (sodium bicarbonate). Run in CN(C)C=O (DMF). Conditions: time 1.5 hour. Yields the product NC1=C(C(=C(C(=N1)SCC1=CC(=NC=C1)C(=O)NC)C#N)C1=CC=C(C=C1)OC[C@@H]1OC(OC1)(C)C)C#N (4-({[6-Amino-3,5-dicyano-4-(4-{[(4S)-2,2-dimethyl-1,3-dioxolan-4-yl]methoxy}phenyl)pyridin-2-yl]thio}methyl)-N-methylpyridine-2-carboxamide). RXN SMILES: [NH2:1][C:2]1[C:7]([C:8]#[N:9])=[C:6]([C:10]2[CH:15]=[CH:14][C:13]([O:16][CH2:17][C@H:18]3[CH2:22][O:21][C:20]([CH3:24])([CH3:23])[O:19]3)=[CH:12][CH:11]=2)[C:5]([C:25]#[N:26])=[C:4]([SH:27])[N:3]=1.Cl.Cl[CH2:30][C:31]1[CH:36]=[CH:35][N:34]=[C:33]([C:37]([NH:39][CH3:40])=[O:38])[CH:32]=1.C(=O)(O)[O-].[Na+].O>CN(C=O)C>[NH2:1][C:2]1[N:3]=[C:4]([S:27][CH2:30][C:31]2[CH:36]=[CH:35][N:34]=[C:33]([C:37]([NH:39][CH3:40])=[O:38])[CH:32]=2)[C:5]([C:25]#[N:26])=[C:6]([C:10]2[CH:15]=[CH:14][C:13]([O:16][CH2:17][C@H:18]3[CH2:22][O:21][C:20]([CH3:23])([CH3:24])[O:19]3)=[CH:12][CH:11]=2)[C:7]=1[C:8]#[N:9] |f:1.2,3.4|. Procedure: 450 mg (1.178 mmol) of 2-amino-4-(4-{[(4S)-2,2-dimethyl-1,3-dioxolan-4-yl]methoxy}phenyl)-6-mercaptopyridine-3,5-dicarbonitrile (Example 18A), 286 mg (1.29 mmol) of 4-(chloromethyl)-N-methylpyridine-2-carboxamide hydrochloride (Example 41A) and 395 mg (4.71 mmol) of sodium bicarbonate were dissolved in 7.1 ml of DMF and the mixture was stirred at RT for 1.5 h. Water was added to the reaction mixture. The precipitate was filtered off and washed with water. Reactants: BrC=1C(=O)NC(C1)=O (bromomaleimide), C(C)(=O)[O-].[Na+] (sodium acetate), C(CS)S (1,2-ethanedithiol). Solvent: CO (methanol). Product: S1CCSC12C(NC(C2)=O)=O (1,4-Dithia-7-aza-spiro[4.4]nonane-6,8-dione). The yield is 41.2%. RXN SMILES: Br[C:2]1[C:3]([NH:5][C:6](=[O:8])[CH:7]=1)=[O:4].C([O-])(=O)C.[Na+].[CH2:14]([SH:17])[CH2:15][SH:16]>CO>[S:16]1[C:2]2([CH2:7][C:6](=[O:8])[NH:5][C:3]2=[O:4])[S:17][CH2:14][CH2:15]1 |f:1.2|. Procedure details: To bromomaleimide (30 mg, 0.17 mmol) and sodium acetate (14 mg, 0.17 mmol) in methanol (6 mL) was added 1,2-ethanedithiol (17 μl 0.17 mmol). After five minutes solvent removed in vacuo and purification by flash chromatography (10% ethyl acetate in petroleum ether) afforded the desired compound as a pale yellow powder (13 mg, 0.07 mmol) in 41% yield. δH (500 MHz, CDCl3) 8.39 (s, 1H, NH), 3.75-3.69 (m, 2H, HH-2 and HH-3), 3.60-3.53 (m, 2H, HH-2 and HH-3), 3.30 (s, 2H, H2-9); δc (125 MHz, CDCl3) 17... The reactants are COC=1C=C2C=CC(=CC2=CC1)C=O (6-methoxy-2-naphthaldehyde), [BH4-].[Na+] (NaBH4), Cl (HCl). The solvent is CO (MeOH). Conditions: time 1 hour. Product: COC=1C=C2C=CC(=CC2=CC1)CO ((6-methoxynaphthalen-2-yl)methanol). Reaction SMILES: [CH3:1][O:2][C:3]1[CH:4]=[C:5]2[C:10](=[CH:11][CH:12]=1)[CH:9]=[C:8]([CH:13]=[O:14])[CH:7]=[CH:6]2.[BH4-].[Na+].Cl>CO>[CH3:1][O:2][C:3]1[CH:4]=[C:5]2[C:10](=[CH:11][CH:12]=1)[CH:9]=[C:8]([CH2:13][OH:14])[CH:7]=[CH:6]2 |f:1.2|. Procedure: A solution of commercially available 6-methoxy-2-naphthaldehyde (200 mg; 1.07 mmol) in MeOH (5 ml) was treated portionwise at rt with NaBH4 (50 mg; 1.31 mmol), and the resulting mixture was further stirred at rt, under nitrogen, for 1 h. 2 M aq. HCl was added, and the organic solvent was removed under reduced pressure. AcOEt and water were added, and the separated organic layer was dried over anh. MgSO4, filtered, and concentrated to dryness under reduced pressure affording (6-methoxynaphthalen-...